Task: describe an organic reaction: reactants, conditions, products, and yield. Dataset: the Open Reaction Database (ORD), a public repository of structured organic reaction records Starting materials: [BH4-].[Na+] (sodium borohydride), C(=O)C1=CC2=C(CCCC=3C2=NN(C(C3)=O)C3=CC=C(C=C3)C)S1 (9-formyl-2-(4-methylphenyl)-2,5,6,7-tetrahydro-3H-thieno-[2',3':6,7]cyclohepta[1,2-c]pyridazin-3-one), Cl (hydrochloric acid). Run in CO (methanol). The product is OCC1=CC2=C(CCCC=3C2=NN(C(C3)=O)C3=CC=C(C=C3)C)S1 (9-hydroxymethyl-2-(4-methylphenyl)-2,5,6,7-tetrahydro-3H-thieno-[2',3':6,7]cyclohepta[1,2-c]pyridazin-3-one). The yield is 71.0%. RXN SMILES: [CH:1]([C:3]1[S:24][C:6]2[CH2:7][CH2:8][CH2:9][C:10]3[C:11](=[N:12][N:13]([C:17]4[CH:22]=[CH:21][C:20]([CH3:23])=[CH:19][CH:18]=4)[C:14](=[O:16])[CH:15]=3)[C:5]=2[CH:4]=1)=[O:2].[BH4-].[Na+].Cl>CO>[OH:2][CH2:1][C:3]1[S:24][C:6]2[CH2:7][CH2:8][CH2:9][C:10]3[C:11](=[N:12][N:13]([C:17]4[CH:18]=[CH:19][C:20]([CH3:23])=[CH:21][CH:22]=4)[C:14](=[O:16])[CH:15]=3)[C:5]=2[CH:4]=1 |f:1.2|. Procedure details: To a suspension of 1.4 g of 9-formyl-2-(4-methylphenyl)-2,5,6,7-tetrahydro-3H-thieno-[2',3':6,7]cyclohepta[1,2-c]pyridazin-3-one in methanol was added 1.0 g of sodium borohydride under ice-cooling. After stirring for an hour, the mixture was poured into diluted hydrochloric acid and extracted with chloroform. The extract was washed with brine, dried over anhydrous magnesium sulfate and concentrated in vacuo. The residue was chromatographed on a silica gel column using chloroform as an eluent. Th... Starting materials: CO, O=C(CCl)Oc1ccccc1CCC1SCCN1C(=O)CCl, Cc1ccc(S(=O)(=O)O)cc1. Product: O=C(CCl)N1CCSC1CCc1ccccc1O. Reaction SMILES: [CH3:34][OH:35].[Cl:1][CH2:2][C:3](=[O:4])[N:5]1[CH:6]([CH2:10][CH2:11][c:12]2[c:13]([O:18][C:19](=[O:20])[CH2:21][Cl:22])[cH:14][cH:15][cH:16][cH:17]2)[S:7][CH2:8][CH2:9]1.[c:23]1([CH3:24])[cH:25][cH:26][c:27]([S:28]([OH:29])(=[O:30])=[O:31])[cH:32][cH:33]1>>[Cl:1][CH2:2][C:3](=[O:4])[N:5]1[CH:6]([CH2:10][CH2:11][c:12]2[c:13]([OH:18])[cH:14][cH:15][cH:16][cH:17]2)[S:7][CH2:8][CH2:9]1. The reactants are C(C)(C)(C)OC(=O)N1CC(C1)(C)O (3-hydroxy-3-methyl-azetidine-1-carboxylic acid tert-butyl ester), [H-].[Na+] (NaH), BrC1=CC(=C(C=NC(C)(C)C)C=C1)F ((4-Bromo-2-fluoro-benzylidene)-tert-butyl-amine), C(C)(C)(C)OC(=O)N1CC(C1)(C)O (3-hydroxy-3-methyl-azetidine-1-carboxylic acid tert-butyl ester), [H-].[Na+] (NaH), CS(=O)C (DMSO). Run in O (H2O). Run at temperature 125 celsius, time 30 minute. Yields the product C(C)(C)(C)OC(=O)N1CC(C1)(C)OC1=C(C=CC(=C1)Br)C=O (3-(5-Bromo-2-formyl-phenoxy)-3-methyl-azetidine-1-carboxylic acid tert-butyl ester), solid. Yield: 31.0%. Reaction SMILES: [C:1]([O:5][C:6]([N:8]1[CH2:11][C:10]([OH:13])([CH3:12])[CH2:9]1)=[O:7])([CH3:4])([CH3:3])[CH3:2].[H-].[Na+].[Br:16][C:17]1[CH:28]=[CH:27][C:20]([CH:21]=NC(C)(C)C)=[C:19](F)[CH:18]=1.CS(C)=[O:32]>O>[C:1]([O:5][C:6]([N:8]1[CH2:11][C:10]([O:13][C:27]2[CH:28]=[C:17]([Br:16])[CH:18]=[CH:19][C:20]=2[CH:21]=[O:32])([CH3:12])[CH2:9]1)=[O:7])([CH3:4])([CH3:2])[CH3:3] |f:1.2|. Procedure details: To a solution of the title compound from Step B (400 mg, 2.2 mmol) in DMSO (8 mL) was added 60% NaH (120 mg, 3.0 mmol). After 30 min, the title compound from Step A was added and the resulting mixture was heated at 125° C. for 1 h in a microwave reactor. An additional quantity of the title compound from Step B (100 mg) and 60% NaH (32 mg) were added to the reaction. Heating was then resumed at 125° C. for another 1 h in a microwave reactor. The reaction was diluted with H2O and extracted with Et... The reactants are solution, Cl (hydrochloric acid), N1=CC=C(C=C1)C1CCN(CC1)C(=O)N1CCCC2=CC=CC=C12 (1-[(4-(pyridin-4-yl)piperidin-1-yl)carbonyl]-1,2,3,4-tetrahydroquinoline). The solvent is CCOCC (ether), ClCCl (dichloromethane). The product is Cl.N1=CC=C(C=C1)C1CCN(CC1)C(=O)N1CCCC2=CC=CC=C12 (1-[(4-(pyridin-4-yl)piperidin-1-yl)carbonyl]-1,2,3,4-tetrahydroquinoline hydrochloride). As a reaction SMILES: [N:1]1[CH:6]=[CH:5][C:4]([CH:7]2[CH2:12][CH2:11][N:10]([C:13]([N:15]3[C:24]4[C:19](=[CH:20][CH:21]=[CH:22][CH:23]=4)[CH2:18][CH2:17][CH2:16]3)=[O:14])[CH2:9][CH2:8]2)=[CH:3][CH:2]=1.[ClH:25]>ClCCl.CCOCC>[ClH:25].[N:1]1[CH:6]=[CH:5][C:4]([CH:7]2[CH2:12][CH2:11][N:10]([C:13]([N:15]3[C:24]4[C:19](=[CH:20][CH:21]=[CH:22][CH:23]=4)[CH2:18][CH2:17][CH2:16]3)=[O:14])[CH2:9][CH2:8]2)=[CH:3][CH:2]=1 |f:4.5|. Reported procedure: 0.11 g of 1-[(4-(pyridin-4-yl)piperidin-1-yl)carbonyl]-1,2,3,4-tetrahydroquinoline, dissolved in 3 ml of dichloromethane, is introduced into a 25 ml round-bottomed flask. 3.5 ml of a 0.2N solution of hydrochloric acid in ether are subsequently added. Stirring is maintained for 10 min. After evaporating, the residue is taken up in ethyl acetate. The precipitate is filtered off then dried under vacuum. 0.09 g of 1-[(4-(pyridin-4-yl)piperidin-1-yl)carbonyl]-1,2,3,4-tetrahydroquinoline hydrochloride... Reactants: C(C)(C)(C)C1=CC=C(N)C=C1 (4-tert-Butylaniline), OC1=CC=C(C=2COC3=CC(=CC=C3C2)O)C=C1 (4′,7-Dihydroxyisoflav-3-ene), C(C)O (ethanol), C=O (formaldehyde). Reaction conditions: time 1 day. Yields the product C(C)(C)(C)C1=CC=C(C=C1)N1COC2=C(C1)C=C1C=C(COC1=C2)C2=CC=C(C=C2)O (4-(3-(4-tert-Butylphenyl)-2,3,4,8-tetrahydrochromeno[6,7-e][1,3]oxazin-7-yl)phenol). Isolated yield 15.0%. As a reaction SMILES: [OH:1][C:2]1[CH:18]=[CH:17][C:5]([C:6]2[CH2:7][O:8][C:9]3[C:14]([CH:15]=2)=[CH:13][CH:12]=[C:11](O)[CH:10]=3)=[CH:4][CH:3]=1.[C:19]([C:23]1[CH:29]=[CH:28][C:26]([NH2:27])=[CH:25][CH:24]=1)([CH3:22])([CH3:21])[CH3:20].[CH2:30]=[O:31].[CH2:32](O)C>>[C:19]([C:23]1[CH:24]=[CH:25][C:26]([N:27]2[CH2:32][C:12]3[CH:13]=[C:14]4[C:9](=[CH:10][C:11]=3[O:31][CH2:30]2)[O:8][CH2:7][C:6]([C:5]2[CH:17]=[CH:18][C:2]([OH:1])=[CH:3][CH:4]=2)=[CH:15]4)=[CH:28][CH:29]=1)([CH3:22])([CH3:20])[CH3:21]. Procedure: 4′,7-Dihydroxyisoflav-3-ene (500 mg, 2.08 mmol) was dissolved in absolute ethanol (10 mL). 4-tert-Butylaniline (311 mg, 2.08 mmol) was added followed by formaldehyde solution (6 mL, 0.04 mol, 37 wt. %). The reaction was stirred at room temperature for 1 day. The white precipitate was collected to afford the title compound (134 mg, 15%).